From a dataset of the Open Reaction Database (ORD), a public repository of structured organic reaction records. describe an organic reaction: reactants, conditions, products, and yield Reactants: N1N=NC2=C1C=CC=C2 (Benzotriazole), C1(=CC=C(C=C1)S(=O)(=O)O)C (p-toluenesulfonic acid), ClC1=CC=C(C(=O)N)C=C1 (4-chlorobenzamide), CC(CC=O)(C)C (3,3-dimethylbutanal). The product is N1(N=NC2=C1C=CC=C2)C(CC(C)(C)C)NC(C2=CC=C(C=C2)Cl)=O (N-[1-(1H-1,2,3-benzotriazol-1-yl)-3,3-dimethylbutyl]-4-chlorobenzamide). As a reaction SMILES: [NH:1]1[C:5]2[CH:6]=[CH:7][CH:8]=[CH:9][C:4]=2[N:3]=[N:2]1.[Cl:10][C:11]1[CH:19]=[CH:18][C:14]([C:15]([NH2:17])=[O:16])=[CH:13][CH:12]=1.[CH3:20][C:21]([CH3:26])([CH3:25])[CH2:22][CH:23]=O.C1(C)C=CC(S(O)(=O)=O)=CC=1>>[N:1]1([CH:23]([NH:17][C:15](=[O:16])[C:14]2[CH:18]=[CH:19][C:11]([Cl:10])=[CH:12][CH:13]=2)[CH2:22][C:21]([CH3:26])([CH3:25])[CH3:20])[C:5]2[CH:6]=[CH:7][CH:8]=[CH:9][C:4]=2[N:3]=[N:2]1. Procedure details: Benzotriazole, 4-chlorobenzamide, 3,3-dimethylbutanal, and p-toluenesulfonic acid were processed as in Example 53A to provide the desired product. The reactants are C(C)C(C=C)(C(CC=C(C)C)C)O (3-ethyl-4,7-dimethyl-1,6-octadien-3-ol), P(Br)(Br)Br (phosphorus tribromide). Product: BrCC=C(C(CC=C(C)C)C)CC (1-bromo-3-ethyl-4,7-dimethyl-2,6-octadiene). Reaction SMILES: [CH2:1]([C:3](O)([CH:6]([CH3:12])[CH2:7][CH:8]=[C:9]([CH3:11])[CH3:10])[CH:4]=[CH2:5])[CH3:2].P(Br)(Br)[Br:15]>>[Br:15][CH2:2][CH:1]=[C:3]([CH2:4][CH3:5])[CH:6]([CH3:12])[CH2:7][CH:8]=[C:9]([CH3:11])[CH3:10]. Procedure details: Following the procedure of Example 9, 3-ethyl-4,7-dimethyl-1,6-octadien-3-ol and phosphorus tribromide are reacted to form 1-bromo-3-ethyl-4,7-dimethyl-2,6-octadiene. Reactants: ClC1=C2C(=NC=C1)SC=C2C2=CC=CC=C2 (4-Chloro-3-phenyl-thieno[2,3-b]pyridine), NCC1=NC=CC=C1 (2-aminomethyl pyridine). The solvent is C(Cl)Cl (DCM). Reaction conditions: time 90 minute. Yields the product C1(=CC=CC=C1)C1=CSC2=NC=CC(=C21)NCC2=NC=CC=C2 ((3-phenyl-thieno[2,3-b]pyridin-4-yl)-pyridin-2-ylmethyl-amine). RXN SMILES: Cl[C:2]1[CH:7]=[CH:6][N:5]=[C:4]2[S:8][CH:9]=[C:10]([C:11]3[CH:16]=[CH:15][CH:14]=[CH:13][CH:12]=3)[C:3]=12.[NH2:17][CH2:18][C:19]1[CH:24]=[CH:23][CH:22]=[CH:21][N:20]=1>C(Cl)Cl>[C:11]1([C:10]2[C:3]3[C:4](=[N:5][CH:6]=[CH:7][C:2]=3[NH:17][CH2:18][C:19]3[CH:24]=[CH:23][CH:22]=[CH:21][N:20]=3)[S:8][CH:9]=2)[CH:16]=[CH:15][CH:14]=[CH:13][CH:12]=1. Reported procedure: 4-Chloro-3-phenyl-thieno[2,3-b]pyridine (47 mg, 0.19 mmol) and 2-aminomethyl pyridine (0.5 ml, 4.85 mmol) were placed in a 10 ml glass tube. The vessel was sealed with a septum and placed in the microwave cavity. Using microwave irradiation the temperature was ramped from room temperature to 150° C. Once 150° C. was reached, the reaction mixture was held at this temperature for 90 minutes. After cooling to room temperature, the temperature was ramped to 200° C. and held at this temperature for 3... The reactants are ClC=1C(=NC=CC1)N1N=C(C=C1C(=O)O)C(F)(F)F (1-(3-chloro-2-pyridinyl)-3-trifluoromethyl-1H-pyrazole-5-carboxylic acid), S(=O)(Cl)Cl (thionyl chloride). Product: ClC=1C(=NC=CC1)N1N=C(C=C1C(=O)Cl)C(F)(F)F (1-(3-chloro-2-pyridinyl)-3-trifluoromethyl-1H-pyrazole-5-carbonyl chloride). As a reaction SMILES: [Cl:1][C:2]1[C:3]([N:8]2[C:12]([C:13](O)=[O:14])=[CH:11][C:10]([C:16]([F:19])([F:18])[F:17])=[N:9]2)=[N:4][CH:5]=[CH:6][CH:7]=1.S(Cl)([Cl:22])=O>>[Cl:1][C:2]1[C:3]([N:8]2[C:12]([C:13]([Cl:22])=[O:14])=[CH:11][C:10]([C:16]([F:19])([F:18])[F:17])=[N:9]2)=[N:4][CH:5]=[CH:6][CH:7]=1. Reported procedure: A mixture of 16.08 g of 1-(3-chloro-2-pyridinyl)-3-trifluoromethyl-1H-pyrazole-5-carboxylic acid and 12 ml of thionyl chloride was heated to reflux for 2 hours. The reaction mixture was allowed to cool to room temperature and subjected to distillation under reduced pressure (125° C./3 mmHg) to obtain 14.2 g of 1-(3-chloro-2-pyridinyl)-3-trifluoromethyl-1H-pyrazole-5-carbonyl chloride of the formula: Starting materials: CNC(C1=CC(=C(C=C1)[N+](=O)[O-])NCCCC)=O (N-methyl-3-butylamino-4-nitrobenzamide), B.C1CCOC1 (borane THF), solution, Cl (HCl). Run in C1CCOC1 (THF). Reaction conditions: time 30 minute. The product is C(CCC)NC1=C(C=CC(=C1)CNC)[N+](=O)[O-] (N-butyl-5-methylaminomethyl-2-nitroaniline). Isolated yield 76.7%. Reaction SMILES: [CH3:1][NH:2][C:3](=O)[C:4]1[CH:9]=[CH:8][C:7]([N+:10]([O-:12])=[O:11])=[C:6]([NH:13][CH2:14][CH2:15][CH2:16][CH3:17])[CH:5]=1.B.C1COCC1.Cl>C1COCC1>[CH2:14]([NH:13][C:6]1[CH:5]=[C:4]([CH2:3][NH:2][CH3:1])[CH:9]=[CH:8][C:7]=1[N+:10]([O-:12])=[O:11])[CH2:15][CH2:16][CH3:17] |f:1.2|. Reported procedure: To a solution of N-methyl-3-butylamino-4-nitrobenzamide (380 mg, 1.51 mmol) in anhydrous THF (20 mL) was added a solution of borane-THF (3.78 mL of a 2 M solution, 7.56 mmol) and the solution was stirred at room temperature 30 min, and then was warmed to reflux overnight. The solution was allowed to cool to room temperature, 1 N HCl was added to quench the reaction, and the aqueous was washed with ethyl acetate. The aqueous was made basic with 1 N NaOH and extracted with ethyl acetate. The combi... The reactants are B(Br)(Br)Br (boron tribromide), ClC=1C=C(C=CC1)[C@H](CNC1CC(CCC1)C1=CC(=CC=C1)OC)O ((1R)-1-(3-chlorophenyl)-2-[3-(3-methoxyphenyl) cyclohexylamino]ethanol), C([O-])(O)=O.[Na+] (sodium bicarbonate). The solvent is C(Cl)Cl (methylene chloride), C(Cl)Cl (methylene chloride). Run at time 2 hour. The product is ClC=1C=C(C=CC1)[C@H](CNC1CC(CCC1)C1=CC(=CC=C1)O)O ((1R)-1-(3-chlorophenyl)-2-[3-(3-hydroxyphenyl)cyclohexylamino]ethanol). Isolated yield 81.0%. RXN SMILES: [Cl:1][C:2]1[CH:3]=[C:4]([C@@H:8]([OH:25])[CH2:9][NH:10][CH:11]2[CH2:16][CH2:15][CH2:14][CH:13]([C:17]3[CH:22]=[CH:21][CH:20]=[C:19]([O:23]C)[CH:18]=3)[CH2:12]2)[CH:5]=[CH:6][CH:7]=1.B(Br)(Br)Br.C(=O)(O)[O-].[Na+]>C(Cl)Cl>[Cl:1][C:2]1[CH:3]=[C:4]([C@@H:8]([OH:25])[CH2:9][NH:10][CH:11]2[CH2:16][CH2:15][CH2:14][CH:13]([C:17]3[CH:22]=[CH:21][CH:20]=[C:19]([OH:23])[CH:18]=3)[CH2:12]2)[CH:5]=[CH:6][CH:7]=1 |f:2.3|. Reported procedure: A solution of the (1R)-1-(3-chlorophenyl)-2-[3-(3-methoxyphenyl) cyclohexylamino]ethanol (trans-H) obtained in Example 3 (2.21 g) in methylene chloride (100 ml) was cooled to -10° C. After slowly adding dropwise a solution of 1 M boron tribromide in methylene chloride thereto, the mixture was stirred for 2 hours while gradually heating it to room temperature. The reaction solution was poured a portion at a time into an aqueous sodium bicarbonate solution while cooling on ice in order to terminat... Reactants: [H-].[Na+] (sodium hydride), C(CCCCCO)O (1,6-hexandiol), [Si](C)(C)(C(C)(C)C)Cl (tert-butyldimethylsilyl chloride). The solvent is C1CCOC1 (THF). Reaction conditions: time 8 hour. The product is C[Si](OCCCCCCO)(C)C (6-trimethylsiloxy-1-hexanol). RXN SMILES: [CH2:1]([OH:8])[CH2:2][CH2:3][CH2:4][CH2:5][CH2:6][OH:7].[H-].[Na+].[Si:11](Cl)([C:14](C)(C)C)([CH3:13])[CH3:12]>C1COCC1>[CH3:12][Si:11]([CH3:14])([CH3:13])[O:7][CH2:6][CH2:5][CH2:4][CH2:3][CH2:2][CH2:1][OH:8] |f:1.2|. Procedure details: A solution of 1,6-hexandiol (44 mmol) in THF (15 mL) is cooled to 0° C. and treated with sodium hydride (44 mmol) followed by tert-butyldimethylsilyl chloride (44 mmol). The reaction mixture is stirred at room temperature overnight. Concentration in vacuo and flash chromatography affords 6-trimethylsiloxy-1-hexanol. To a solution of 6-trimethylsiloxy-1-hexanol (11.6 mmol) in dry dichloromethane (50 mL) is added 2,6-di-tert-butyl-4-methylpyridine (4.6 g, 22.2 mmol) and triflic anhydride (3.7 mL, ...